describe an organic reaction: reactants, conditions, products, and yield From a dataset of the Open Reaction Database (ORD), a public repository of structured organic reaction records. The reactants are FC1=NC=C2C=CC(N(C2=C1)CC)=O (7-fluoro-1-ethyl-1H-[1,6]naphthyridin-2-one), COC1=CC=C(C=C1)N (p-anisidine), C(C)(C)[N-]C(C)C.[Li+] (lithium diisopropylamide). The reagents and catalysts are C(C)(=O)O (acetic acid). The solvent is C1CCOC1 (THF). Reaction conditions: time 8 hour. Product: C(C)N1C(C=CC2=CN=C(C=C12)NC1=CC=C(C=C1)OC)=O (1-ethyl-7-(4-methoxyphenylamino)-1H -[1,6]naphthyridin-2-one). Isolated yield 57.0%. As a reaction SMILES: F[C:2]1[CH:11]=[C:10]2[C:5]([CH:6]=[CH:7][C:8](=[O:14])[N:9]2[CH2:12][CH3:13])=[CH:4][N:3]=1.[CH3:15][O:16][C:17]1[CH:22]=[CH:21][C:20]([NH2:23])=[CH:19][CH:18]=1.C([N-]C(C)C)(C)C.[Li+]>C1COCC1.C(O)(=O)C>[CH2:12]([N:9]1[C:10]2[C:5](=[CH:4][N:3]=[C:2]([NH:23][C:20]3[CH:21]=[CH:22][C:17]([O:16][CH3:15])=[CH:18][CH:19]=3)[CH:11]=2)[CH:6]=[CH:7][C:8]1=[O:14])[CH3:13] |f:2.3|. Procedure details: A stirred solution of (XV, where R2 is ethyl) (100 mg, 0.52 mmol) and p-anisidine (160 mg, 1.3 mmol) in THF (5.0 mL) under nitrogen at -78° C. was treated with a solution (1.2 mL, 1.8 mmol) of lithium diisopropylamide (1.5 M in cyclohexane), then the temperature was allowed to rise slowly to 20° C. overnight. The resulting solution was treated with 3 drops of glacial acetic acid and concentrated to a brown residue that was purified by silica gel chromatography eluting with 1:1 EtOAc hexanes then... Reactants: CC1(C)OC(=O)CC(=O)O1, COc1cc(N)cc(OC)c1, CCCCCC, CCOC(OCC)OCC. The product is COc1cc(NC=C2C(=O)OC(C)(C)OC2=O)cc(OC)c1. As a reaction SMILES: [CH3:1][C:2]1([CH3:10])[O:3][C:4](=[O:9])[CH2:5][C:6](=[O:8])[O:7]1.[CH3:21][O:22][c:23]1[cH:24][c:25]([NH2:31])[cH:26][c:27]([O:29][CH3:30])[cH:28]1.[CH3:32][CH2:33][CH2:34][CH2:35][CH2:36][CH3:37].[CH:11]([O:12][CH2:13][CH3:14])([O:15][CH2:16][CH3:17])[O:18][CH2:19][CH3:20]>>[CH3:1][C:2]1([CH3:10])[O:3][C:4](=[O:9])[C:5](=[CH:11][NH:31][c:25]2[cH:24][c:23]([O:22][CH3:21])[cH:28][c:27]([O:29][CH3:30])[cH:26]2)[C:6](=[O:8])[O:7]1. Product: CC1CNCCc2cc(O)c(Br)cc21. Starting materials: CO, CC1CN(C(=O)C(F)(F)F)CCc2cc(O)c(Br)cc21, [Na+], [OH-], O. Reaction SMILES: [CH3:23][OH:24].[F:1][C:2]([F:3])([F:4])[C:19]([N:5]1[CH2:6][CH2:7][c:8]2[c:9]([cH:13][c:14]([Br:18])[c:15]([OH:17])[cH:16]2)[CH:10]([CH3:12])[CH2:11]1)=[O:20].[Na+:22].[OH-:21].[OH2:25]>>[NH:5]1[CH2:6][CH2:7][c:8]2[c:9]([cH:13][c:14]([Br:18])[c:15]([OH:17])[cH:16]2)[CH:10]([CH3:12])[CH2:11]1. Reactants: CCCCO, COC(C)C(=O)Nc1c[nH]c2ncc(C(F)(F)F)c(Cl)c12, CC(C)(C)OC(=O)NC1CCCNC1, O. Yields the product COC(C)C(=O)Nc1c[nH]c2ncc(C(F)(F)F)c(N3CCCC(NC(=O)OC(C)(C)C)C3)c12. Reaction SMILES: [CH2:36]([OH:37])[CH2:38][CH2:39][CH3:40].[Cl:15][c:16]1[c:17]2[c:18]([n:19][cH:20][c:21]1[C:22]([F:23])([F:24])[F:25])[nH:26][cH:27][c:28]2[NH:29][C:30]([CH:31]([CH3:32])[O:33][CH3:34])=[O:35].[NH:1]1[CH2:2][CH:3]([NH:7][C:8]([O:9][C:10]([CH3:11])([CH3:12])[CH3:13])=[O:14])[CH2:4][CH2:5][CH2:6]1.[OH2:41]>>[N:1]1([c:16]2[c:17]3[c:18]([n:19][cH:20][c:21]2[C:22]([F:23])([F:24])[F:25])[nH:26][cH:27][c:28]3[NH:29][C:30]([CH:31]([CH3:32])[O:33][CH3:34])=[O:35])[CH2:2][CH:3]([NH:7][C:8]([O:9][C:10]([CH3:11])([CH3:12])[CH3:13])=[O:14])[CH2:4][CH2:5][CH2:6]1. Starting materials: C(C)OC(CCCOC1=CC(=CC=C1)C1=CC=CC=C1)=O (4-(3-phenylphenoxy)butanoic acid ethyl ester), O.[OH-].[Li+] (lithium hydroxide hydrate). The solvent is O1CCOCC1.O (dioxane water). Run at time 8 hour. Product: C1(=CC=CC=C1)C=1C=C(OCCCC(=O)O)C=CC1 (4-(3-phenylphenoxy)butanoic acid). The yield is 103.1%. Reaction SMILES: C([O:3][C:4](=[O:21])[CH2:5][CH2:6][CH2:7][O:8][C:9]1[CH:14]=[CH:13][CH:12]=[C:11]([C:15]2[CH:20]=[CH:19][CH:18]=[CH:17][CH:16]=2)[CH:10]=1)C.O.[OH-].[Li+]>O1CCOCC1.O>[C:15]1([C:11]2[CH:10]=[C:9]([CH:14]=[CH:13][CH:12]=2)[O:8][CH2:7][CH2:6][CH2:5][C:4]([OH:21])=[O:3])[CH:16]=[CH:17][CH:18]=[CH:19][CH:20]=1 |f:1.2.3,4.5|. Reported procedure: To a solution in 2:1 dioxane/water (36 mL) of 4-(3-phenylphenoxy)butanoic acid ethyl ester (3.42 g, 12 mmol), prepared as in step 1, was added lithium hydroxide hydrate (1.42 g, 33.8 mmol) and the reaction mixture was stirred overnight at ambient temperature. The reaction mixture was concentrated in vacuo and the resulting solid was mostly dissolved in aqueous Na2CO3. The aqueous solution was decanted from a small amount of residual solid and extracted with ethyl ether. The ether extract was dis... The reactants are CCOC(=O)c1[nH]c2ccc(Cl)cc2c1C, CO, [Na+], [OH-]. Yields the product Cc1c(C(=O)O)[nH]c2ccc(Cl)cc12. RXN SMILES: [CH2:3]([CH3:4])[O:5][C:6](=[O:7])[c:8]1[nH:9][c:10]2[cH:11][cH:12][c:13]([Cl:18])[cH:14][c:15]2[c:16]1[CH3:17].[CH3:19][OH:20].[Na+:2].[OH-:1]>>[O:5]=[C:6]([OH:7])[c:8]1[nH:9][c:10]2[cH:11][cH:12][c:13]([Cl:18])[cH:14][c:15]2[c:16]1[CH3:17]. Reactants: C(C)OC(=O)C1=C(N(C2=CC=C(C=C12)O)C1=CC=C(C=C1)CC(=O)O)CC(=O)O (2-Carboxymethyl-1-(4-carboxymethylphenyl)-5-hydroxyindole-3-carboxylic acid ethyl ester), FC(C1=CC=C(C=C1)B(O)O)(F)F (4-trifluoromethylphenylboronic acid). The product is C(C)OC(=O)C1=C(N(C2=CC=C(C=C12)OC1=CC=C(C=C1)C(F)(F)F)C1=CC=C(C=C1)CC(=O)O)CC(=O)O (2-Carboxymethyl-1-(4-carboxymethylphenyl)-5-(4-trifluoromethylphenoxy)indole-3-carboxylic acid ethyl ester). Reaction SMILES: [CH2:1]([O:3][C:4]([C:6]1[C:14]2[C:9](=[CH:10][CH:11]=[C:12]([OH:15])[CH:13]=2)[N:8]([C:16]2[CH:21]=[CH:20][C:19]([CH2:22][C:23]([OH:25])=[O:24])=[CH:18][CH:17]=2)[C:7]=1[CH2:26][C:27]([OH:29])=[O:28])=[O:5])[CH3:2].[F:30][C:31]([F:42])([F:41])[C:32]1[CH:37]=[CH:36][C:35](B(O)O)=[CH:34][CH:33]=1>>[CH2:1]([O:3][C:4]([C:6]1[C:14]2[C:9](=[CH:10][CH:11]=[C:12]([O:15][C:35]3[CH:36]=[CH:37][C:32]([C:31]([F:42])([F:41])[F:30])=[CH:33][CH:34]=3)[CH:13]=2)[N:8]([C:16]2[CH:21]=[CH:20][C:19]([CH2:22][C:23]([OH:25])=[O:24])=[CH:18][CH:17]=2)[C:7]=1[CH2:26][C:27]([OH:29])=[O:28])=[O:5])[CH3:2]. Reported procedure: The sub-title compound was prepared in accordance with step (c) Example 1 from 2-carboxymethyl-1-(4-carboxymethyl-phenyl)-5-hydroxyindole-3-carboxylic acid ethyl ester (235 mg, 0.5 mmol, see step (b) Example 7) and 4-trifluoromethylphenylboronic acid (143 mg, 0.75 mmol). Yield 122 mg, 41%.